From a dataset of the Open Reaction Database (ORD), a public repository of structured organic reaction records. describe an organic reaction: reactants, conditions, products, and yield The reactants are COc1ccc2[nH]c(=O)ccc2c1, Cc1ccccc1, [Na+], [OH-], O, O=P(Cl)(Cl)Cl. Product: COc1ccc2nc(Cl)ccc2c1. Reaction SMILES: [CH3:1][O:2][c:3]1[cH:4][c:5]2[cH:6][cH:7][c:8](=[O:13])[nH:9][c:10]2[cH:11][cH:12]1.[CH3:22][c:23]1[cH:24][cH:25][cH:26][cH:27][cH:28]1.[Na+:21].[OH-:20].[OH2:19].[P:14]([Cl:15])([Cl:16])([Cl:17])=[O:18]>>[CH3:1][O:2][c:3]1[cH:4][c:5]2[cH:6][cH:7][c:8]([Cl:16])[n:9][c:10]2[cH:11][cH:12]1. Reactants: ( 1R/S,2R/S,3R/S,4S/R ), C(#N)CNC(=O)C1C2C=CC(C1CO)C2 (N-(cyanomethyl)-3-(hydroxymethyl)-bicyclo[2.2.1]hept-5-ene-2-carboxamide), FC1=CC=C(C=C1)S (4-fluorothiophenol), C1(=CC=CC=C1)P(C1=CC=CC=C1)C1=CC=CC=C1 (triphenylphosphine), N(=NC(=O)OC(C)C)C(=O)OC(C)C (Diisopropyl azodicarboxylate). Run in CN(C=O)C (dimethylformamide). Run at time 2.5 hour. Product: ( 1R/S,2R/S,3R/S,4S/R ), C(#N)CNC(=O)C1C2C=CC(C1CSC1=CC=C(C=C1)F)C2 (N-(cyanomethyl)-3-{[(4-fluorophenyl)sulfanyl]methyl}bicyclo[2.2.1]hept-5-ene-2-carboxamide). As a reaction SMILES: C1(P(C2C=CC=CC=2)C2C=CC=CC=2)C=CC=CC=1.N(C(OC(C)C)=O)=NC(OC(C)C)=O.[C:34]([CH2:36][NH:37][C:38]([CH:40]1[CH:45]([CH2:46]O)[CH:44]2[CH2:48][CH:41]1[CH:42]=[CH:43]2)=[O:39])#[N:35].[F:49][C:50]1[CH:55]=[CH:54][C:53]([SH:56])=[CH:52][CH:51]=1>CN(C)C=O>[C:34]([CH2:36][NH:37][C:38]([CH:40]1[CH:45]([CH2:46][S:56][C:53]2[CH:54]=[CH:55][C:50]([F:49])=[CH:51][CH:52]=2)[CH:44]2[CH2:48][CH:41]1[CH:42]=[CH:43]2)=[O:39])#[N:35]. Procedure: A solution of triphenylphosphine (120 mg, 460 μmol) in dimethylformamide (1.0 mL) was cooled to 0° C. Diisopropyl azodicarboxylate (83 μL, 420 μmol) was added and the reaction mixture was stirred for 2 min. (1R/S,2R/S,3R/S,4S/R)-N-(cyanomethyl)-3-(hydroxymethyl)-bicyclo[2.2.1]hept-5-ene-2-carboxamide (79 mg, 380 μmol) and 4-fluorothiophenol (45 μl, 420 μmol) were added and the reaction mixture was stirred at ambient temperature for 2.5 h. The reaction mixture was partitioned between ethyl acetat... The reactants are C1=CC(=CC=C1O)C (p-cresol), OC1=CC=C(C=C1)N1NC(N(C1=O)C1=CC=CC=C1)=O (1-(4-hydroxyphenyl)-4-phenyl-1,2,4-triazolidine-3,5-dione). Yields the product OC1=C(C=C(C=C1)C)N1NC(N(C1=O)C1=CC=CC=C1)=O (1-(2-hydroxy-5-methylphenyl)-4-phenyl-1,2,4-triazolidine-3,5-dione), solids. The yield is 60.0%. As a reaction SMILES: [CH:1]1[C:6]([OH:7])=[CH:5][CH:4]=[C:3]([CH3:8])[CH:2]=1.OC1C=CC([N:16]2[C:20](=[O:21])[N:19]([C:22]3[CH:27]=[CH:26][CH:25]=[CH:24][CH:23]=3)[C:18](=[O:28])[NH:17]2)=CC=1>>[OH:7][C:6]1[CH:5]=[CH:4][C:3]([CH3:8])=[CH:2][C:1]=1[N:16]1[C:20](=[O:21])[N:19]([C:22]2[CH:27]=[CH:26][CH:25]=[CH:24][CH:23]=2)[C:18](=[O:28])[NH:17]1. Procedure details: Compound 32 was prepared from p-cresol in the same manner of compound 27, and was obtained as white solids (60%). The reactants are NC1[C@@H]2N(C(=C(CS2)C=2SC3=C(N2)C=CC=C3)C(=S)OC(C3=CC=CC=C3)C3=CC=CC=C3)C1=O (diphenylmethyl 7-amino-3-(benzothiazol-2-yl)thio-3-cephem-4-carboxylate), Example 1 ( b ), C(C1=CC=CC=C1)(C1=CC=CC=C1)(C1=CC=CC=C1)NC=1SC=C(N1)/C(/C(=O)O)=N/OC(C1=CC=CC=C1)(C1=CC=CC=C1)C1=CC=CC=C1 ((Z)-2-(2-tritylaminothiazol-4-yl)-trityloxyiminoacetic acid), N1=CC=CC=C1 (pyridine), P(=O)(Cl)(Cl)Cl (phosphorus oxychloride), Example 1 ( b ). The solvent is C(Cl)Cl (methylene chloride). Yields the product C(C1=CC=CC=C1)(C1=CC=CC=C1)(C1=CC=CC=C1)NC=1SC=C(N1)/C(/C(=O)NC1[C@@H]2N(C(=C(CS2)C=2SC3=C(N2)C=CC=C3)C(=S)OC(C3=CC=CC=C3)C3=CC=CC=C3)C1=O)=N/OC(C1=CC=CC=C1)(C1=CC=CC=C1)C1=CC=CC=C1 (Diphenylmethyl 7-[(Z)-2-(2-tritylaminothiazol-4-yl)2-trityloxyiminoacetamido]-3-(benzothiazol-2-yl)thio-3-cephem-4-carboxylate). Yield: 71.3%. RXN SMILES: [NH2:1][CH:2]1[C:34](=[O:35])[N:4]2[C:5]([C:18]([O:20][CH:21]([C:28]3[CH:33]=[CH:32][CH:31]=[CH:30][CH:29]=3)[C:22]3[CH:27]=[CH:26][CH:25]=[CH:24][CH:23]=3)=[S:19])=[C:6]([C:9]3[S:10][C:11]4[CH:17]=[CH:16][CH:15]=[CH:14][C:12]=4[N:13]=3)[CH2:7][S:8][C@H:3]12.[C:36]([NH:55][C:56]1[S:57][CH:58]=[C:59](/[C:61](=[N:65]/[O:66][C:67]([C:80]2[CH:85]=[CH:84][CH:83]=[CH:82][CH:81]=2)([C:74]2[CH:79]=[CH:78][CH:77]=[CH:76][CH:75]=2)[C:68]2[CH:73]=[CH:72][CH:71]=[CH:70][CH:69]=2)/[C:62](O)=[O:63])[N:60]=1)([C:49]1[CH:54]=[CH:53][CH:52]=[CH:51][CH:50]=1)([C:43]1[CH:48]=[CH:47][CH:46]=[CH:45][CH:44]=1)[C:37]1[CH:42]=[CH:41][CH:40]=[CH:39][CH:38]=1.N1C=CC=CC=1.P(Cl)(Cl)(Cl)=O>C(Cl)Cl>[C:36]([NH:55][C:56]1[S:57][CH:58]=[C:59](/[C:61](=[N:65]/[O:66][C:67]([C:80]2[CH:85]=[CH:84][CH:83]=[CH:82][CH:81]=2)([C:74]2[CH:75]=[CH:76][CH:77]=[CH:78][CH:79]=2)[C:68]2[CH:69]=[CH:70][CH:71]=[CH:72][CH:73]=2)/[C:62]([NH:1][CH:2]2[C:34](=[O:35])[N:4]3[C:5]([C:18]([O:20][CH:21]([C:28]4[CH:29]=[CH:30][CH:31]=[CH:32][CH:33]=4)[C:22]4[CH:27]=[CH:26][CH:25]=[CH:24][CH:23]=4)=[S:19])=[C:6]([C:9]4[S:10][C:11]5[CH:17]=[CH:16][CH:15]=[CH:14][C:12]=5[N:13]=4)[CH2:7][S:8][C@H:3]23)=[O:63])[N:60]=1)([C:49]1[CH:50]=[CH:51][CH:52]=[CH:53][CH:54]=1)([C:37]1[CH:38]=[CH:39][CH:40]=[CH:41][CH:42]=1)[C:43]1[CH:48]=[CH:47][CH:46]=[CH:45][CH:44]=1. Procedure details: 350 mg of diphenylmethyl 7-amino-3-(benzothiazol-2-yl)thio-3-cephem-4-carboxylate as synthesized in the same manner as in Example 1 (b) above were dissolved in ml of methylene chloride, and to the solution obtained were added 531 mg of (Z)-2-(2-tritylaminothiazol-4-yl)-trityloxyiminoacetic acid, 0.21 ml of pyridine and 74 μl of phosphorus oxychloride. Next, the acylation reaction and the post-treatment of the reaction solution were carried out in the same way as in Example 1 (b), and the resulta... Product: CS(=O)(=O)N1CCN(CC1)C=1C=C2CCC(NC2=CC1)=O (6-(4-methanesulfonyl-1-piperazinyl)-3,4-dihydrocarbostyril). Reactants: N1(CCNCC1)C=1C=C2CCC(NC2=CC1)=O (6-(1-Piperazinyl)-3,4-dihydrocarbostyril), CN(C)C=O (DMF), CN(C)C (trimethylamine), CN(C)C=O (DMF), CS(=O)(=O)Cl (methanesulfonyl chloride). Yield: 14.3%. Reaction SMILES: [N:1]1([C:7]2[CH:8]=[C:9]3[C:14](=[CH:15][CH:16]=2)[NH:13][C:12](=[O:17])[CH2:11][CH2:10]3)[CH2:6][CH2:5][NH:4][CH2:3][CH2:2]1.CN(C=O)C.CN(C)C.[CH3:27][S:28](Cl)(=[O:30])=[O:29]>O>[CH3:27][S:28]([N:4]1[CH2:5][CH2:6][N:1]([C:7]2[CH:8]=[C:9]3[C:14](=[CH:15][CH:16]=2)[NH:13][C:12](=[O:17])[CH2:11][CH2:10]3)[CH2:2][CH2:3]1)(=[O:30])=[O:29]. The solvent is O (water). Reported procedure: 6-(1-Piperazinyl)-3,4-dihydrocarbostyril (1.0 g) was added to a mixture of 10 ml of DMF and 0.85 ml of trimethylamine and the mixture was stirred at room temperature while slowly adding dropwise 5 ml of DMF solution containing 440 mg of methanesulfonyl chloride. After completion of addition, the reaction mixture was stirred at the same temperature as above for 30 minutes. The reaction mixture was poured into a large amount of water and extracted with chloroform. The extract was washed with water... The solvent is ClCCCl (1,2-dichloroethane). Yields the product BrC\C=C\CC(C)(C)C ((2E)-1-bromo-5,5-dimethylhex-2-ene). Isolated yield 88.8%. Starting materials: CC(CC(C=C)O)(C)C (5,5-dimethylhex-1-en-3-ol), C=CCCC=C (1,5-hexadiene), S(=O)(Br)Br (thionyl bromide). Procedure: To a solution of Example 35A (2.38 g, 18.56 mmol) and 1,5-hexadiene (1.65 mL, 13.9 mmol) in 1,2-dichloroethane (30 mL),stirring at 0° C., was added thionyl bromide (2.16 mL, 27.8 mmol). The reaction was stirred for 2 hours at 0° C. and then quenched with water. The mixture was extracted with diethyl ether and the diethyl ether layer was washed with saturated sodium bicarbonate solution, dried with sodium sulfate, filtered, and concentrated in vacuo to give the title compound 3.15 g, 89%). 1H NMR... Reaction conditions: temperature 0 celsius, time 2 hour. Reaction SMILES: [CH3:1][C:2]([CH3:9])([CH3:8])[CH2:3][CH:4](O)[CH:5]=[CH2:6].C=CCCC=C.S(Br)([Br:18])=O>ClCCCl>[Br:18][CH2:6]/[CH:5]=[CH:4]/[CH2:3][C:2]([CH3:9])([CH3:8])[CH3:1]. Reaction SMILES: [CH3:20][OH:21].[CH3:2][O:3][C:4](=[O:5])[c:6]1[nH:7][c:8]2[c:9]([OH:19])[cH:10][cH:11][c:12]([C:15]([CH2:16][NH2:17])=[O:18])[c:13]2[cH:14]1.[ClH:1].[Pd:22]>>[CH3:2][O:3][C:4](=[O:5])[c:6]1[nH:7][c:8]2[c:9]([OH:19])[cH:10][cH:11][c:12]([CH:15]([CH2:16][NH2:17])[OH:18])[c:13]2[cH:14]1.[ClH:1]. The product is COC(=O)c1cc2c(C(O)CN)ccc(O)c2[nH]1, Cl. The reactants are CO, COC(=O)c1cc2c(C(=O)CN)ccc(O)c2[nH]1, Cl, [Pd].